This data is from the Open Reaction Database (ORD), a public repository of structured organic reaction records. The task is: describe an organic reaction: reactants, conditions, products, and yield Starting materials: B, C=CCC(N(NC(=O)OCc1ccccc1)C(=O)c1cc(C)cc(C)c1)C(C)(C)C, C1CCOC1, CSC, [Na+], [OH-], O, OO. Product: Cc1cc(C)cc(C(=O)N(NC(=O)OCc2ccccc2)C(CCCO)C(C)(C)C)c1. As a reaction SMILES: [BH3:34].[CH2:1]([c:2]1[cH:3][cH:4][cH:5][cH:6][cH:7]1)[O:8][C:9](=[O:10])[NH:11][N:12]([C:13]([c:14]1[cH:15][c:16]([CH3:21])[cH:17][c:18]([CH3:20])[cH:19]1)=[O:22])[CH:23]([CH2:24][CH:25]=[CH2:26])[C:27]([CH3:28])([CH3:29])[CH3:30].[CH2:39]1[O:40][CH2:41][CH2:42][CH2:43]1.[CH3:31][S:32][CH3:33].[Na+:38].[OH-:37].[OH2:44].[OH:35][OH:36]>>[CH2:1]([c:2]1[cH:3][cH:4][cH:5][cH:6][cH:7]1)[O:8][C:9](=[O:10])[NH:11][N:12]([C:13]([c:14]1[cH:15][c:16]([CH3:21])[cH:17][c:18]([CH3:20])[cH:19]1)=[O:22])[CH:23]([CH2:24][CH2:25][CH2:26][OH:35])[C:27]([CH3:28])([CH3:29])[CH3:30]. Procedure: To a round-bottom flask was added a solution of (S)-methyl 2,4-dimethyl-5-(5-(tetrahydrofuran-2-yl)-1H-imidazol-2-yl)benzoate (compound 257.3, 400 mg, 1.33 mmol, 1.00 equiv) and sodium hydroxide (300 mg, 7.50 mmol, 5.63 equiv) in a solvent mixture of methanol and H2O (20/10 mL). The resulting solution was stirred for 2 h at 70° C. After cooling to ambient temperature, the organic solvent was removed under reduced pressure. The residual aqueous layer was washed with 2×50 mL of ethyl acetate. The ... Reaction conditions: temperature 70 celsius, time 2 hour. As a reaction SMILES: [CH3:1][C:2]1[CH:11]=[C:10]([CH3:12])[C:9]([C:13]2[NH:14][C:15]([C@@H:18]3[CH2:22][CH2:21][CH2:20][O:19]3)=[CH:16][N:17]=2)=[CH:8][C:3]=1[C:4]([O:6]C)=[O:5].[OH-].[Na+].CO>O>[CH3:1][C:2]1[CH:11]=[C:10]([CH3:12])[C:9]([C:13]2[NH:14][C:15]([C@@H:18]3[CH2:22][CH2:21][CH2:20][O:19]3)=[CH:16][N:17]=2)=[CH:8][C:3]=1[C:4]([OH:6])=[O:5] |f:1.2|. Solvent: O (H2O). The product is CC1=C(C(=O)O)C=C(C(=C1)C)C=1NC(=CN1)[C@H]1OCCC1 ((S)-2,4-Dimethyl-5-(5-(tetrahydrofuran-2-yl)-1H-imidazol-2-yl)benzoic acid). The reactants are CC1=C(C(=O)OC)C=C(C(=C1)C)C=1NC(=CN1)[C@H]1OCCC1 ((S)-methyl 2,4-dimethyl-5-(5-(tetrahydrofuran-2-yl)-1H-imidazol-2-yl)benzoate), CC1=C(C(=O)OC)C=C(C(=C1)C)C=1NC(=CN1)[C@H]1OCCC1 ((S)-methyl 2,4-dimethyl-5-(5-(tetrahydrofuran-2-yl)-1H-imidazol-2-yl)benzoate), [OH-].[Na+] (sodium hydroxide), CO (methanol). Starting materials: [BH4-], C1CCOC1, CN1CCCC1=O, O=C(Cl)c1cc(Cl)cc(Cl)c1, [Na+]. Yields the product OCc1cc(Cl)cc(Cl)c1. RXN SMILES: [BH4-:12].[CH2:14]1[O:15][CH2:16][CH2:17][CH2:18]1.[CH3:19][N:20]1[CH2:21][CH2:22][CH2:23][C:24]1=[O:25].[Cl:1][c:2]1[cH:3][c:4]([C:5](=[O:6])[Cl:7])[cH:8][c:9]([Cl:11])[cH:10]1.[Na+:13]>>[Cl:1][c:2]1[cH:3][c:4]([CH2:5][OH:6])[cH:8][c:9]([Cl:11])[cH:10]1. Starting materials: c1ccc(C(c2ccccc2)N2CCNCC2)cc1, COC(=O)c1cc(Cl)ccc1NC(=O)CSCC(=O)O. Product: COC(=O)c1cc(Cl)ccc1NC(=O)CSCC(=O)N1CCN(C(c2ccccc2)c2ccccc2)CC1. RXN SMILES: [CH:21]([c:22]1[cH:23][cH:24][cH:25][cH:26][cH:27]1)([c:28]1[cH:29][cH:30][cH:31][cH:32][cH:33]1)[N:34]1[CH2:35][CH2:36][NH:37][CH2:38][CH2:39]1.[Cl:1][c:2]1[cH:3][c:4]([C:17](=[O:18])[O:19][CH3:20])[c:5]([NH:8][C:9]([CH2:10][S:11][CH2:12][C:13](=[O:14])[OH:15])=[O:16])[cH:6][cH:7]1>>[Cl:1][c:2]1[cH:3][c:4]([C:17](=[O:18])[O:19][CH3:20])[c:5]([NH:8][C:9]([CH2:10][S:11][CH2:12][C:13](=[O:15])[N:37]2[CH2:36][CH2:35][N:34]([CH:21]([c:22]3[cH:23][cH:24][cH:25][cH:26][cH:27]3)[c:28]3[cH:29][cH:30][cH:31][cH:32][cH:33]3)[CH2:39][CH2:38]2)=[O:16])[cH:6][cH:7]1. Reaction conditions: time 1 hour. As a reaction SMILES: [CH3:1][SH:2].[N:3]1[C:10]([Cl:11])=[N:9][C:7]([Cl:8])=[N:6][C:4]=1Cl.N1C(C)=CC(C)=CC=1C.Cl.N1C(C)=CC(C)=CC=1C>CC(C)=O>[CH3:1][S:2][C:4]1[N:6]=[C:7]([Cl:8])[N:9]=[C:10]([Cl:11])[N:3]=1 |f:3.4|. Solvent: CC(=O)C (acetone). Reported procedure: Methanethiol is passed into a solution of 18.5 g of cyanuric chloride in 200 ml of acetone at a temperature of -25° to -30° C. 13.5 ml of collidine are then added slowly at the same temperature, whereupon collidine hydrochloride precipitates. The mixture is left to stand for 1 hour at 0° C. and is then poured onto ice, whereupon a white crystalline substance precipitates. After filtering the mixture, washing the product with water and drying it in a desiccator, 17.5 g of 2-methylthio-4,6-dichlor... The product is CSC1=NC(=NC(=N1)Cl)Cl (2-methylthio-4,6-dichloro-1,3,5-triazine). Starting materials: CS (Methanethiol), N1=C(Cl)N=C(Cl)N=C1Cl (cyanuric chloride), N1=C(C=C(C=C1C)C)C (collidine), Cl.N1=C(C=C(C=C1C)C)C (collidine hydrochloride). The reactants are CN1C(C=2N=CN([C@H]3[C@H](OC)[C@H](O)[C@@H](CO)O3)C2N=C1)=N (1-N-,2'-O-dimethyladenosine), CN1C(C=2N=CN([C@H]3[C@H](O)[C@H](OC)[C@@H](CO)O3)C2N=C1)=N (1-N-,3'-O-dimethyladenosine), crude product, [S-2].[Na+].[Na+] (sodium sulfide). Run in CN(C=O)C (dimethylformamide). Yields the product CN1C(C=2N=CN([C@H]3[C@H](OC)[C@H](O)[C@@H](CO)O3)C2N=C1)=S (1-N-,2'-O-dimethyl-6-thioinosine). Reaction SMILES: [CH3:1][N:2]1[CH:20]=[N:19][C:18]2[N:7]([C@@H:8]3[O:17][C@H:14]([CH2:15][OH:16])[C@@H:12]([OH:13])[C@H:9]3[O:10][CH3:11])[CH:6]=[N:5][C:4]=2[C:3]1=N.CN1C=NC2N([C@@H]3O[C@H](CO)[C@@H](OC)[C@H]3O)C=NC=2C1=N.[S-2:43].[Na+].[Na+]>CN(C)C=O>[CH3:1][N:2]1[CH:20]=[N:19][C:18]2[N:7]([C@@H:8]3[O:17][C@H:14]([CH2:15][OH:16])[C@@H:12]([OH:13])[C@H:9]3[O:10][CH3:11])[CH:6]=[N:5][C:4]=2[C:3]1=[S:43] |f:2.3.4|. Reported procedure: Reaction Scheme 2 discloses the presently preferred method for preparing 1-N-,2'-O-dimethyl-6-thioinosine (Compound 25). In accordance with this method, adenosine (Compound 20) is reacted with methylchloride in a polar aprotic solvent, such as dimethylformamide (DMF) or dimethylacetamide (DMA) in the presence of strong base, such as sodium hydride. The resulting 2'-O-methyl adenosine is reacted, without isolation, with iodomethane to introduce the methyl group to the 1-N-position. After the trea... Reaction SMILES: [CH3:1][O:2][C:3]([CH2:4][CH2:5][CH2:6][CH2:7][CH2:8][CH2:9][CH2:10][n:11]1[c:12](=[O:29])[n:13](-[c:22]2[cH:23][cH:24][c:25]([F:28])[cH:26][cH:27]2)[c:14](-[c:16]2[cH:17][cH:18][cH:19][cH:20][cH:21]2)[cH:15]1)=[O:30].[CH3:33][OH:34].[Na+:32].[OH-:31]>>[O:2]=[C:3]([CH2:4][CH2:5][CH2:6][CH2:7][CH2:8][CH2:9][CH2:10][n:11]1[c:12](=[O:29])[n:13](-[c:22]2[cH:23][cH:24][c:25]([F:28])[cH:26][cH:27]2)[c:14](-[c:16]2[cH:17][cH:18][cH:19][cH:20][cH:21]2)[cH:15]1)[OH:30]. Product: O=C(O)CCCCCCCn1cc(-c2ccccc2)n(-c2ccc(F)cc2)c1=O. Reactants: COC(=O)CCCCCCCn1cc(-c2ccccc2)n(-c2ccc(F)cc2)c1=O, CO, [Na+], [OH-]. The reactants are FC1=C(C=CC=C1)N1CCNCC1 (1-(2-fluorophenyl)piperazine), C1(=C(C=CC=C1)CN1CCN(CC1)C1=CC=CC=C1)C1=CC=CC=C1 (1-(biphenyl-2-ylmethyl)-4-phenylpiperazine), C=1(C(=CC=CC1)C=O)C1=CC=CC=C1 (biphenyl-2-carbaldehyde), [BH-](OC(=O)C)(OC(=O)C)OC(=O)C.[Na+] (NaBH(OAc)3). Yields the product C1(=C(C=CC=C1)CN1CCN(CC1)C1=C(C=CC=C1)F)C1=CC=CC=C1 (1-(biphenyl-2-ylmethyl)-4-(2-fluorophenyl)piperazine). Reaction SMILES: [F:1][C:2]1[CH:7]=[CH:6][CH:5]=[CH:4][C:3]=1[N:8]1[CH2:13][CH2:12][NH:11][CH2:10][CH2:9]1.[C:14]1([C:22]2[CH:27]=[CH:26][CH:25]=[CH:24][CH:23]=2)[C:15]([CH:20]=O)=[CH:16][CH:17]=[CH:18][CH:19]=1.[BH-](OC(C)=O)(OC(C)=O)OC(C)=O.[Na+].C1(C2C=CC=CC=2)C=CC=CC=1CN1CCN(C2C=CC=CC=2)CC1>>[C:14]1([C:22]2[CH:23]=[CH:24][CH:25]=[CH:26][CH:27]=2)[CH:19]=[CH:18][CH:17]=[CH:16][C:15]=1[CH2:20][N:11]1[CH2:12][CH2:13][N:8]([C:3]2[CH:4]=[CH:5][CH:6]=[CH:7][C:2]=2[F:1])[CH2:9][CH2:10]1 |f:2.3|. Reported procedure: 20 mg of the target compound (0.06 mmol, 7.32%) was obtained using 1-(2-fluorophenyl)piperazine (296 mg, 1.64 mmol), biphenyl-2-carbaldehyde (150 mg, 0.82 mmol) and NaBH(OAc)3 (529 mg, 2.46 mmol) according to the synthesis method of Compound 1.